This data is from the Open Reaction Database (ORD), a public repository of structured organic reaction records. The task is: describe an organic reaction: reactants, conditions, products, and yield Starting materials: O.ClCCC1OC2=C(C(N(C1)C)=O)C=CC(=N2)C (2-(2-chloroethyl)-2,3-dihydro-4,8-dimethylpyrido[3,2-f][1,4]-oxazepin-5(4H)-one hydrate), 2,4-bis(4-methoxyphenyl)-1,3-dithia-2,4-diposphetane-2,4-disulfide, COC1=CC=C(C=C1)P1(SP(S1)(C1=CC=C(C=C1)OC)=S)=S (2,4-bis(4-methoxyphenyl)-1,3-dithia-2,4-diphosphetane-2,4-disulfide). Solvent: C1(=CC=CC=C1)C (toluene). Reaction conditions: time 1 hour. The product is O.ClCCC1OC2=C(C(N(C1)C)=S)C=CC(=N2)C (2-(2-Chloroethyl)-2,3-dihydro-4,8-dimethylpyrido[3,2-f][1,4]-oxazepine-5(4H)-thione hydrate). As a reaction SMILES: O.[Cl:2][CH2:3][CH2:4][CH:5]1[CH2:11][N:10]([CH3:12])[C:9](=O)[C:8]2[CH:14]=[CH:15][C:16]([CH3:18])=[N:17][C:7]=2[O:6]1.COC1C=CC(P2(=S)SP(=S)(C3C=CC(OC)=CC=3)[S:28]2)=CC=1>C1(C)C=CC=CC=1>[OH2:6].[Cl:2][CH2:3][CH2:4][CH:5]1[CH2:11][N:10]([CH3:12])[C:9](=[S:28])[C:8]2[CH:14]=[CH:15][C:16]([CH3:18])=[N:17][C:7]=2[O:6]1 |f:0.1,4.5|. Procedure details: To a suspension of 17.4 g (0.043 mole) of 2,4-bis(4-methoxyphenyl)-1,3-dithia-2,4-diposphetane-2,4-disulfide in ~300 ml of toluene was added 20 g (0.078 mole) of 2-(2-chloroethyl)-2,3-dihydro-4,8-dimethylpyrido[3,2-f][1,4]-oxazepin-5(4H)-one hydrate [1:1]. The mixture was heated to reflux for 3 hr and 4.0 g (0.01 mole) of 2,4-bis(4-methoxyphenyl)-1,3-dithia-2,4-diphosphetane-2,4-disulfide was added and heating was continued for 1 hr. After cooling, toluene was decanted off and washed with 3×100 ... Starting materials: C(C)(=O)OC(C)=O (Acetic anhydride), NC1=C(C=C(C=C1)SC1=C2C=CN=CC2=CC=C1)O (2-amino-5-(5-isoquinolylsulfanyl)phenol). The solvent is C(C)(=O)OCC (Ethyl acetate). Conditions: temperature 200 celsius. Yields the product C1=NC=CC2=C(C=CC=C12)SC1=CC2=C(N=C(O2)C)C=C1 (6-(5-isoquinolylsulfanyl)-2-methylbenzo[d][1,3]oxazole). Yield: 50.6%. RXN SMILES: [C:1]([O:4][C:5](=O)[CH3:6])(=O)[CH3:2].[NH2:8][C:9]1C=C[C:12]([S:15][C:16]2[CH:25]=[CH:24][CH:23]=[C:22]3[C:17]=2[CH:18]=[CH:19][N:20]=[CH:21]3)=[CH:11][C:10]=1O>C(OCC)(=O)C>[CH:21]1[C:22]2[C:17](=[C:16]([S:15][C:12]3[CH:11]=[CH:10][C:9]4[N:8]=[C:5]([CH3:6])[O:4][C:1]=4[CH:2]=3)[CH:25]=[CH:24][CH:23]=2)[CH:18]=[CH:19][N:20]=1. Procedure details: Acetic anhydride 0.6 ml was added to 2-amino-5-(5-isoquinolylsulfanyl)phenol 210 mg (0.8 mmol), and the mixture was heated for 1 hour at 200° C. Ethyl acetate was added to the reaction solution, and the organic layer was washed with 0.5 N sodium hydroxide, water and saturated sodium chloride. The organic layer was dried over anhydrous sodium sulfate and concentrated under reduced pressure, and the resulting residue was purified by silica gel column chromatography (NH-silica gel, hexane:ethyl ace... Reactants: [Cr](=O)(=O)([O-])Cl.[NH+]1=CC=CC=C1 (Pyridinium chlorochromate), N1(CCCC1)CCCOC1=CC=C(C=C1)C1(CCOCC1)CO ({4-[4-(3-pyrrolidin-1-ylpropoxy)phenyl]tetrahydro-2H-pyran-4-yl}methanol), S(=O)(=O)([O-])[O-].[Mg+2] (Magnesium sulphate). The solvent is ClCCl (dichloromethane). Product: N1(CCCC1)CCCOC1=CC=C(C=C1)C1(CCOCC1)C=O (4-[4-(3-pyrrolidin-1-ylpropoxy)phenyl]tetrahydro-2H-pyran-4-carbaldehyde). Yield: 50.2%. RXN SMILES: [Cr](Cl)([O-])(=O)=O.[NH+]1C=CC=CC=1.[N:12]1([CH2:17][CH2:18][CH2:19][O:20][C:21]2[CH:26]=[CH:25][C:24]([C:27]3([CH2:33][OH:34])[CH2:32][CH2:31][O:30][CH2:29][CH2:28]3)=[CH:23][CH:22]=2)[CH2:16][CH2:15][CH2:14][CH2:13]1.S([O-])([O-])(=O)=O.[Mg+2]>ClCCl>[N:12]1([CH2:17][CH2:18][CH2:19][O:20][C:21]2[CH:26]=[CH:25][C:24]([C:27]3([CH:33]=[O:34])[CH2:28][CH2:29][O:30][CH2:31][CH2:32]3)=[CH:23][CH:22]=2)[CH2:16][CH2:15][CH2:14][CH2:13]1 |f:0.1,3.4|. Procedure: Pyridinium chlorochromate (20.3 g, 0.09415 mol), 1.69 wt) was charged to a stirred suspension of celite (24 g, 2 wt) and {4-[4-(3-pyrrolidin-1-ylpropoxy)phenyl]tetrahydro-2H-pyran-4-yl}methanol (12.03 g, 0.03766 mol) in dichloromethane (120 ml, 10 vol) with stirring. The mixture was stirred at 18-25° C. for 3.5 hours after which time LC analysis showed the reaction to be 70% complete. Magnesium sulphate (12 g, 1 wt) was added and the resulting slurry filtered through a pad of aluminium oxide (ac... Starting materials: C=CCOc1ccccc1C(=O)Cl, ClCCl, CCCc1nn(C)c(C(N)=O)c1N, c1ccncc1. Yields the product C=CCOc1ccccc1C(=O)Nc1c(CCC)nn(C)c1C(N)=O. Reaction SMILES: [CH2:1]([CH:2]=[CH2:3])[O:4][c:5]1[c:6]([C:7](=[O:8])[Cl:9])[cH:10][cH:11][cH:12][cH:13]1.[Cl:27][CH2:28][Cl:29].[NH2:14][c:15]1[c:16]([CH2:24][CH2:25][CH3:26])[n:17][n:18]([CH3:23])[c:19]1[C:20](=[O:21])[NH2:22].[cH:30]1[cH:31][cH:32][n:33][cH:34][cH:35]1>>[CH2:1]([CH:2]=[CH2:3])[O:4][c:5]1[c:6]([C:7](=[O:8])[NH:14][c:15]2[c:16]([CH2:24][CH2:25][CH3:26])[n:17][n:18]([CH3:23])[c:19]2[C:20](=[O:21])[NH2:22])[cH:10][cH:11][cH:12][cH:13]1. Starting materials: COC(=O)Cc1nc(Br)sc1C, CC(C)C[AlH]CC(C)C, Cc1ccccc1, ClCCl, Cl. Yields the product Cc1sc(Br)nc1CCO. Reaction SMILES: [Br:1][c:2]1[s:3][c:4]([CH3:12])[c:5]([CH2:7][C:8](=[O:9])[O:10][CH3:11])[n:6]1.[CH3:13][CH:14]([CH2:15][AlH:16][CH2:17][CH:18]([CH3:19])[CH3:20])[CH3:21].[CH3:26][c:27]1[cH:28][cH:29][cH:30][cH:31][cH:32]1.[Cl:23][CH2:24][Cl:25].[ClH:22]>>[Br:1][c:2]1[s:3][c:4]([CH3:12])[c:5]([CH2:7][CH2:8][OH:9])[n:6]1. Starting materials: OCCOCCOCCO, [Na+], [Na], OCCOCCOCCOCCO, O=S(=O)(O)c1ccccc1, O=S(=O)([O-])c1ccccc1. The product is OCCOCCOCCOCCOCCOCCOCCO. RXN SMILES: [CH2:25]([CH2:26][O:27][CH2:28][CH2:29][O:30][CH2:31][CH2:32][OH:33])[OH:34].[Na+:45].[Na:1].[OH:2][CH2:3][CH2:4][O:5][CH2:6][CH2:7][O:8][CH2:9][CH2:10][O:11][CH2:12][CH2:13][OH:14].[c:15]1([S:16]([OH:17])(=[O:18])=[O:19])[cH:20][cH:21][cH:22][cH:23][cH:24]1.[c:35]1([S:36]([O-:37])(=[O:38])=[O:39])[cH:40][cH:41][cH:42][cH:43][cH:44]1>>[O:2]([CH2:3][CH2:4][O:5][CH2:6][CH2:7][O:8][CH2:9][CH2:10][O:11][CH2:12][CH2:13][OH:14])[CH2:25][CH2:26][O:27][CH2:28][CH2:29][O:30][CH2:31][CH2:32][OH:33].